From a dataset of the Open Reaction Database (ORD), a public repository of structured organic reaction records. describe an organic reaction: reactants, conditions, products, and yield Starting materials: COC=1C=C(C=O)C=CC1OC1OCCCC1 (3-methoxy-4-(2-tetrahydropyranyloxy)benzaldehyde), [Cl-].[NH4+] (ammonium chloride), O=CC1=CC(OC)=C(O)C=C1 (vanillin), C(C)(=O)C1CCC(CC1)(C(=O)OCC=C)C (allyl 4-acetyl-1-methyl-1-cyclohexanecarboxylate), C[Si]([N-][Si](C)(C)C)(C)C.[Na+] (sodium hexamethyldisilazide). Solvent: C1CCOC1 (THF). Yields the product COC=1C=C(C=CC(=O)C2CCC(CC2)(C(=O)OCC=C)C)C=CC1OC1OCCCC1 (allyl 4-[3-methoxy-4-(2-tetrahydropyranyloxy)cinnamoyl]-1-methyl-1-cyclohexanecarboxylate). Isolated yield 39.2%. As a reaction SMILES: [CH3:1][O:2][C:3]1[CH:4]=[C:5]([CH:8]=[CH:9][C:10]=1[O:11][CH:12]1[CH2:17][CH2:16][CH2:15][CH2:14][O:13]1)[CH:6]=O.O=CC1C=CC(O)=C(OC)C=1.[C:29]([CH:32]1[CH2:37][CH2:36][C:35]([CH3:44])([C:38]([O:40][CH2:41][CH:42]=[CH2:43])=[O:39])[CH2:34][CH2:33]1)(=[O:31])[CH3:30].C[Si](C)(C)[N-][Si](C)(C)C.[Na+].[Cl-].[NH4+]>C1COCC1>[CH3:1][O:2][C:3]1[CH:4]=[C:5]([CH:8]=[CH:9][C:10]=1[O:11][CH:12]1[CH2:17][CH2:16][CH2:15][CH2:14][O:13]1)[CH:6]=[CH:30][C:29]([CH:32]1[CH2:37][CH2:36][C:35]([CH3:44])([C:38]([O:40][CH2:41][CH:42]=[CH2:43])=[O:39])[CH2:34][CH2:33]1)=[O:31] |f:3.4,5.6|. Procedure details: A solution of 1.5 g of 3-methoxy-4-(2-tetrahydropyranyloxy)benzaldehyde, derived from vanillin by the introduction of tetrahydropyranyl group thereinto, 1.5 g of allyl 4-acetyl-1-methyl-1-cyclohexanecarboxylate (Example 37), and 8 ml of sodium hexamethyldisilazide (THF 1M solution), mixed in 50 ml of THF, was reacted for 4 hours under an argon stream, while it was refluxed. After reaction, 100 ml of an aqueous ammonium chloride solution was added to the reaction solution. The solution was extrac...